Dataset: the Open Reaction Database (ORD), a public repository of structured organic reaction records. Task: describe an organic reaction: reactants, conditions, products, and yield The reactants are C1CCOC1, CCS, CCOC(C)=O, COC(=O)c1cc(Cl)nc(Cl)n1, O. Product: CCSc1cc(C(=O)OC)nc(Cl)n1. As a reaction SMILES: [CH2:16]1[O:17][CH2:18][CH2:19][CH2:20]1.[CH2:1]([CH3:2])[SH:3].[CH3:21][CH2:22][O:23][C:24]([CH3:25])=[O:26].[Cl:4][c:5]1[n:6][c:7]([Cl:15])[cH:8][c:9]([C:11](=[O:12])[O:13][CH3:14])[n:10]1.[OH2:27]>>[CH2:1]([CH3:2])[S:3][c:7]1[n:6][c:5]([Cl:4])[n:10][c:9]([C:11](=[O:12])[O:13][CH3:14])[cH:8]1.